This data is from the Open Reaction Database (ORD), a public repository of structured organic reaction records. The task is: describe an organic reaction: reactants, conditions, products, and yield Reactants: C(=O)([O-])[O-].[Cs+].[Cs+] (Cs2CO3), BrC=1N=CC(=NC1)N (5-bromopyrazin-2-amine), C(C1=CC=CC=C1)OCC(=C)[B-](F)(F)F.[K+] (potassium (3-(benzyloxy)prop-1-en-2-yl)trifluoroborate), C(Cl)Cl (CH2Cl2). Reagents/catalysts: C1=CC=C(C=C1)P([C-]2C=CC=C2)C3=CC=CC=C3.C1=CC=C(C=C1)P([C-]2C=CC=C2)C3=CC=CC=C3.Cl[Pd]Cl.[Fe+2] (PdCl2(dppf)). Run at temperature 100 celsius, time 6 hour. Yields the product C(C1=CC=CC=C1)OCC(=C)C=1N=CC(=NC1)N (5-(3-(benzyloxy)prop-1-en-2-yl)pyrazin-2-amine). The yield is 61.0%. As a reaction SMILES: Br[C:2]1[N:3]=[CH:4][C:5]([NH2:8])=[N:6][CH:7]=1.[CH2:9]([O:16][CH2:17][C:18]([B-](F)(F)F)=[CH2:19])[C:10]1[CH:15]=[CH:14][CH:13]=[CH:12][CH:11]=1.[K+].C(Cl)Cl.C([O-])([O-])=O.[Cs+].[Cs+]>C1C=CC(P(C2C=CC=CC=2)[C-]2C=CC=C2)=CC=1.C1C=CC(P(C2C=CC=CC=2)[C-]2C=CC=C2)=CC=1.Cl[Pd]Cl.[Fe+2]>[CH2:9]([O:16][CH2:17][C:18]([C:2]1[N:3]=[CH:4][C:5]([NH2:8])=[N:6][CH:7]=1)=[CH2:19])[C:10]1[CH:15]=[CH:14][CH:13]=[CH:12][CH:11]=1 |f:1.2,4.5.6,7.8.9.10|. Reported procedure: To a solution of 5-bromopyrazin-2-amine (200 mg, 1.149 mmol) in was added potassium (3-(benzyloxy)prop-1-en-2-yl)trifluoroborate (350 mg, 1.379 mmol), PdCl2(dppf).CH2Cl2 adduct (94 mg, 0.115 mmol), Cs2CO3 (1124 mg, 3.45 mmol). Purged through Nitrogen. The reaction mixture was stirred at 100° C. in oil bath for 6 h. The reaction mixture was then partitioned between EtOAc and water, combined the organic layers and washed with water and brine, dried over anhydrous sodium sulfate and concentrated. T... Starting materials: C(C1=CC=CC=C1)(C1=CC=CC=C1)N (benzhydryl amine), C(=O)(C(F)(F)F)O (TFA), CC(N=C=NC(C)C)C (DIC), CC(N=C=NC(C)C)C (DIC), C1(=CC=CC=C1)OC (anisole), OC1=CC=CC=2NN=NC21 (hydroxybenzotriazole), N([C@H](CCSC)C(=O)O)C(=O)OC(C)(C)C (t-Boc-D-Met-OH), OC1=CC=CC=2NN=NC21 (hydroxybenzotriazole), Cl Bzl-Tyr-OH. Solvent: C(Cl)Cl (MeCl2). Yields the product N[C@@H](CC1=CC=C(C=C1)O)C(=O)N[C@H](CCSC)C(=O)N (H-Tyr-D-Met-NH2). As a reaction SMILES: [CH:1]([NH2:14])(C1C=CC=CC=1)[C:2]1C=CC=CC=1.[NH:15]([C:24]([O:26]C(C)(C)C)=O)[C@@H:16]([C:21]([OH:23])=O)[CH2:17][CH2:18][S:19][CH3:20].[OH:31][C:32]1[C:40]2N=NN[C:36]=2[CH:35]=[CH:34][CH:33]=1.CC(C)[N:43]=C=NC(C)C.C(O)(C(F)(F)F)=O.C1(OC)C=CC=CC=1>C(Cl)Cl>[NH2:14][C@H:1]([C:24]([NH:15][C@@H:16]([C:21]([NH2:43])=[O:23])[CH2:17][CH2:18][S:19][CH3:20])=[O:26])[CH2:2][C:35]1[CH:36]=[CH:40][C:32]([OH:31])=[CH:33][CH:34]=1. Procedure details: Prepared by solid phase using benzhydryl amine resin (14 g.) and t-Boc-D-Met-OH (10 g.) 5.4 g. hydroxybenzotriazole and 60 ml. DIC, deprotected with 30% TFA in MeCl2 and coupled with 18 g. t-Boc di Cl Bzl-Tyr-OH and 5.4 g. hydroxybenzotriazole and 6.0 ml. DIC. Deprotection with HF in the presence of 10 ml. anisole. The dipeptide was purified on Sephadex G-10 using 0.2 N HOAc. Reactants: C1(=CC=CC2=CC=CC=C12)\C=C/1\C(C#CCCCCC#C1)O ((E)-4-(1′-Naphthylmethylidene)cyclodeca-1,5-diyn-3-ol), C1CCC(CC1)N=C=NC2CCCCC2 (DCC), C(CCCCCCC)(=O)O (n-octanoic acid). The reagents and catalysts are CN(C)C=1C=CN=CC1 (DMAP). Run at time 4 hour. Yields the product C1(=CC=CC2=CC=CC=C12)\C=C/1\C(C#CCCCCC#C1)OC(CCCCCCC)=O ((E)-4-(1′-Naphthylmethylidene)-3-(octanoyloxy)cyclodeca-1,5-diyne). Isolated yield 77.6%. As a reaction SMILES: [C:1]1(/[CH:11]=[C:12]2/[CH:13]([OH:22])[C:14]#[C:15][CH2:16][CH2:17][CH2:18][CH2:19][C:20]#[C:21]/2)[C:10]2[C:5](=[CH:6][CH:7]=[CH:8][CH:9]=2)[CH:4]=[CH:3][CH:2]=1.C1CCC(N=C=NC2CCCCC2)CC1.[C:38](O)(=[O:46])[CH2:39][CH2:40][CH2:41][CH2:42][CH2:43][CH2:44][CH3:45]>CN(C1C=CN=CC=1)C>[C:1]1(/[CH:11]=[C:12]2/[CH:13]([O:22][C:38](=[O:46])[CH2:39][CH2:40][CH2:41][CH2:42][CH2:43][CH2:44][CH3:45])[C:14]#[C:15][CH2:16][CH2:17][CH2:18][CH2:19][C:20]#[C:21]/2)[C:10]2[C:5](=[CH:6][CH:7]=[CH:8][CH:9]=2)[CH:4]=[CH:3][CH:2]=1. Reported procedure: To a solution of Compound 20b (10.0 mg, 3.50×10−2 mmol), DCC (7.2 mg, 3.50×10−2 mmol), and DMAP (8.5 mg, 6.99×10−2 mmol) in dry Ch2Cl2 (4 mL) cooled in an ice-water bath was added n-octanoic acid (7.5 mg, 5.24×10−2 mmol) followed by stirring at room temperature for 4 hours. The reaction mixture was filtered through a short plug of Celite with rinsing by EtOAc. The filtrate was concentrated under reduced pressure and the residue was purified by flash column chromatography (silica gel, 20 percent ... The reactants are CC(CO)(C(C(C)(C)C)O)C (2,2,4,4-tetramethyl-1,3-pentanediol), CC(CO)(C(C(C)(C)C)O)C (2,2,4,4-tetramethyl-1,3-pentanediol), COC=1C=C(CCl)C=CC1 (3-methoxybenzylchoride), COC=1C=C(CCl)C=CC1 (3-methoxybenzylchoride), [H-].[Na+] (sodium hydride), [Cl-].[NH4+] (ammonium chloride). Run in CN(C)C=O (DMF), CN(C)C=O (DMF), CN(C)C=O (DMF). Run at time 30 minute. Product: COC=1C=C(COCC(C(C(C)(C)C)O)(C)C)C=CC1 (1-(3-methoxybenzyloxy)-2,2,4,4-tetramethyl-3-pentanol). The yield is 86.7%. As a reaction SMILES: [CH3:1][C:2]([CH3:11])([CH:5]([OH:10])[C:6]([CH3:9])([CH3:8])[CH3:7])[CH2:3][OH:4].[H-].[Na+].[CH3:14][O:15][C:16]1[CH:17]=[C:18]([CH:21]=[CH:22][CH:23]=1)[CH2:19]Cl.[Cl-].[NH4+]>CN(C=O)C>[CH3:14][O:15][C:16]1[CH:17]=[C:18]([CH:21]=[CH:22][CH:23]=1)[CH2:19][O:4][CH2:3][C:2]([CH3:11])([CH3:1])[CH:5]([OH:10])[C:6]([CH3:9])([CH3:8])[CH3:7] |f:1.2,4.5|. Procedure: In nitrogen atmosphere, adding dropwise 15 ml of DMF dissolving 7.05 g (44.1 mmol) of 2,2,4,4-tetramethyl-1,3-pentandiol (Compound [2]) to 80 ml of DMF suspended with 2.12 g (53.0 mmol) of 60% sodium hydride over 30 minutes, then the mixture was stirred for 30 minutes. After adding dropwise 15 ml of DMF dissolving 9.07 g (57.9 mmol) of 3-methoxybenzylchoride (Compound [47]) to the mixture over 30 minutes, the mixture was stirred for 12 hours. The reaction mixture was added to saturated aqueous s... The reactants are N(=O)[O-].[Na+] (NaNO2), NC(=O)N (urea), [Li+].[Br-] (LiBr), BrC1=C(N)C(=CC(=C1)Cl)CC (2-bromo-4-chloro-6-ethylaniline), Br (HBr), C(=C)(Cl)Cl (vinylidene chloride). Reagents/catalysts: [Cu](Br)Br (copper(II) bromide). Solvent: O (water), O (water), O (water), CC(=O)C (acetone). Run at temperature -7.5 celsius, time 15 minute. The product is BrC1=C(C(=CC(=C1)Cl)CC)CC(Cl)(Cl)Br (1-Bromo-2-(2′-bromo-2′,2′-dichloroethyl)-5-chloro-3-ethylbenzene). Yield: 83.7%. As a reaction SMILES: [Br:1][C:2]1[CH:8]=[C:7]([Cl:9])[CH:6]=[C:5]([CH2:10][CH3:11])[C:3]=1N.[BrH:12].N([O-])=O.[Na+].NC(N)=O.[Li+].[Br-].[C:23]([Cl:26])([Cl:25])=[CH2:24]>O.CC(C)=O.[Cu](Br)Br>[Br:1][C:2]1[CH:8]=[C:7]([Cl:9])[CH:6]=[C:5]([CH2:10][CH3:11])[C:3]=1[CH2:24][C:23]([Br:12])([Cl:26])[Cl:25] |f:2.3,5.6|. Procedure details: At room temperature, 9.38 g [0.04 mol] of 2-bromo-4-chloro-6-ethylaniline are introduced into 30 ml of 36% aqueous HBr, the mixture is cooled to −10 to −5° C., and a solution, cooled to 0° C., of 3.31 g [0.048 mol] of NaNO2 in 15 ml of water is added dropwise within 15 minutes. Subsequently, the mixture is stirred at −10 to −5° C. for 15 minutes. It is then admixed with a solution, cooled to 0° C., of 0.24 g of urea in 75 ml of water, and then 5.36 g [0.024 mol] of copper(II) bromide and 1.74 g ... The reactants are OC1COCC1NC(=O)OCC1=CC=CC=C1 (3-hydroxy-4-benzyloxycarbonylamino-tetrahydrofuran), [Br-].[Na+] (sodium bromide), CC1(CCCC(N1[O])(C)C)C (TEMPO), C([O-])(O)=O.[Na+] (sodium bicarbonate). Run in CCOC(=O)C (EtOAc), C1(=CC=CC=C1)C (toluene), O (water). Product: C(C1=CC=CC=C1)OC(=O)NC1C(COC1)=O (4-Benzyloxycarbonylamino-tetrahydrofuran-3-one). As a reaction SMILES: C(=O)(O)[O-].[Na+].[OH:6][CH:7]1[CH:11]([NH:12][C:13]([O:15][CH2:16][C:17]2[CH:22]=[CH:21][CH:20]=[CH:19][CH:18]=2)=[O:14])[CH2:10][O:9][CH2:8]1.[Br-].[Na+].CC1(C)N([O])C(C)(C)CCC1>CCOC(C)=O.C1(C)C=CC=CC=1.O>[CH2:16]([O:15][C:13]([NH:12][CH:11]1[CH2:10][O:9][CH2:8][C:7]1=[O:6])=[O:14])[C:17]1[CH:18]=[CH:19][CH:20]=[CH:21][CH:22]=1 |f:0.1,3.4,^1:28|. Procedure: A solution of bleach (100 ml), containing sodium bicarbonate (7.34 g), was added dropwise to a rapidly stirred mixture of 3-hydroxy-4-benzyloxycarbonylamino-tetrahydrofuran (21 g, 88 mmol), sodium bromide (9.4 g), TEMPO (50 mg) in EtOAc (140 ml), toluene (140 ml) and water (40 ml). After a persistant orange colour developed the mixture was extracted with EtOAc and the combined organic layers were washed with saturated sodium bicarbonate, brine and dried (MgSO4). Evaporation under reduced pressur... Reactants: O=C([O-])[O-], CCCNC(=O)Nc1ccc(Oc2ccnc3cc(O)c(OC)cc23)cc1Cl, ClCc1ccncc1, Cl, [K+], [K+], O. Product: CCCNC(=O)Nc1ccc(Oc2ccnc3cc(OCc4ccncc4)c(OC)cc23)cc1Cl. Reaction SMILES: [C:29](=[O:30])([O-:31])[O-:32].[Cl:1][c:2]1[c:3]([NH:22][C:23](=[O:24])[NH:25][CH2:26][CH2:27][CH3:28])[cH:4][cH:5][c:6]([O:8][c:9]2[cH:10][cH:11][n:12][c:13]3[cH:14][c:15]([OH:21])[c:16]([O:19][CH3:20])[cH:17][c:18]23)[cH:7]1.[Cl:36][CH2:37][c:38]1[cH:39][cH:40][n:41][cH:42][cH:43]1.[ClH:35].[K+:33].[K+:34].[OH2:44]>>[Cl:1][c:2]1[c:3]([NH:22][C:23](=[O:24])[NH:25][CH2:26][CH2:27][CH3:28])[cH:4][cH:5][c:6]([O:8][c:9]2[cH:10][cH:11][n:12][c:13]3[cH:14][c:15]([O:21][CH2:37][c:38]4[cH:39][cH:40][n:41][cH:42][cH:43]4)[c:16]([O:19][CH3:20])[cH:17][c:18]23)[cH:7]1. Starting materials: CN(C)C=O, CCO, Fc1ccc2c(-c3ccc(OCC4CO4)cc3)noc2c1, Fc1ccc2c(C3CCNCC3)noc2c1. Product: OC(COc1ccc(-c2noc3cc(F)ccc23)cc1)CN1CCC(c2noc3cc(F)ccc23)CC1. Reaction SMILES: [CH3:38][N:39]([CH3:40])[CH:41]=[O:42].[CH3:43][CH2:44][OH:45].[F:1][c:2]1[cH:3][c:4]2[c:5]([c:6](-[c:9]3[cH:10][cH:11][c:12]([O:15][CH2:16][CH:17]4[O:18][CH2:19]4)[cH:13][cH:14]3)[n:7][o:8]2)[cH:20][cH:21]1.[F:22][c:23]1[cH:24][c:25]2[c:26]([c:27]([CH:30]3[CH2:31][CH2:32][NH:33][CH2:34][CH2:35]3)[n:28][o:29]2)[cH:36][cH:37]1>>[F:1][c:2]1[cH:3][c:4]2[c:5]([c:6](-[c:9]3[cH:10][cH:11][c:12]([O:15][CH2:16][CH:17]([OH:18])[CH2:19][N:33]4[CH2:32][CH2:31][CH:30]([c:27]5[c:26]6[c:25]([cH:24][c:23]([F:22])[cH:37][cH:36]6)[o:29][n:28]5)[CH2:35][CH2:34]4)[cH:13][cH:14]3)[n:7][o:8]2)[cH:20][cH:21]1. Reactants: C1OC2(CCN(CC2)C2=NC(=CC(=N2)Cl)N2CCC3(CC2)OCCO3)OC1 (2,6-bis(4,4-Ethylenedioxy-1-piperidinyl)-4-chloropyrimidine), N1CCNCC1 (piperazine). The product is C1OC2(CCN(CC2)C2=NC(=CC(=N2)N2CCC3(CC2)OCCO3)N3CCNCC3)OC1 (2,4-bis(4,4-ethylenedioxy-1-piperidinyl)-6-(1-piperazinyl)pyrimidine). Isolated yield 55.7%. Reaction SMILES: [CH2:1]1[CH2:27][O:26][C:3]2([CH2:8][CH2:7][N:6]([C:9]3[N:14]=[C:13](Cl)[CH:12]=[C:11]([N:16]4[CH2:21][CH2:20][C:19]5([O:25][CH2:24][CH2:23][O:22]5)[CH2:18][CH2:17]4)[N:10]=3)[CH2:5][CH2:4]2)[O:2]1.[NH:28]1[CH2:33][CH2:32][NH:31][CH2:30][CH2:29]1>>[CH2:1]1[CH2:27][O:26][C:3]2([CH2:8][CH2:7][N:6]([C:9]3[N:10]=[C:11]([N:16]4[CH2:21][CH2:20][C:19]5([O:25][CH2:24][CH2:23][O:22]5)[CH2:18][CH2:17]4)[CH:12]=[C:13]([N:28]4[CH2:33][CH2:32][NH:31][CH2:30][CH2:29]4)[N:14]=3)[CH2:5][CH2:4]2)[O:2]1. Procedure details: 2,6-bis(4,4-Ethylenedioxy-1-piperidinyl)-4-chloropyrimidine is reacted with piperazine in the way described in Example 5 to obtain the title compound in a yield of 55.7%, m.p.:130°-140° C. The reactants are CC(C)(C)OC(=O)N1C(C)(C)OCC1(C)C(=O)NNC(=O)c1ccc(OCc2ccccc2)c(C(F)(F)F)c1, CO. Product: CC(C)(C)OC(=O)N1C(C)(C)OCC1(C)C(=O)NNC(=O)c1ccc(O)c(C(F)(F)F)c1. As a reaction SMILES: [CH2:1]([c:2]1[cH:3][cH:4][cH:5][cH:6][cH:7]1)[O:8][c:9]1[c:10]([C:36]([F:37])([F:38])[F:39])[cH:11][c:12]([C:13](=[O:14])[NH:15][NH:16][C:17](=[O:18])[C:19]2([CH3:33])[N:20]([C:26](=[O:27])[O:28][C:29]([CH3:30])([CH3:31])[CH3:32])[C:21]([CH3:24])([CH3:25])[O:22][CH2:23]2)[cH:34][cH:35]1.[CH3:40][OH:41]>>[OH:8][c:9]1[c:10]([C:36]([F:37])([F:38])[F:39])[cH:11][c:12]([C:13](=[O:14])[NH:15][NH:16][C:17](=[O:18])[C:19]2([CH3:33])[N:20]([C:26](=[O:27])[O:28][C:29]([CH3:30])([CH3:31])[CH3:32])[C:21]([CH3:24])([CH3:25])[O:22][CH2:23]2)[cH:34][cH:35]1.